From a dataset of the Open Reaction Database (ORD), a public repository of structured organic reaction records. describe an organic reaction: reactants, conditions, products, and yield Reactants: ice water, ClC1=CC=C(C=C1)C(CCC(=O)O)=O (4-(4-chlorophenyl)-4-oxo-butyric acid), ICCCCCI (1,5-diiodopentane), [H-].[Na+] (sodium hydride). The solvent is O1CCCC1 (tetrahydrofuran). Product: ClC1=CC=C(C(=O)C2(CCCCC2)CC(=O)O)C=C1 ([1-(4-chloro-benzoyl)-cyclohexyl]-acetic acid). As a reaction SMILES: [Cl:1][C:2]1[CH:7]=[CH:6][C:5]([C:8](=[O:14])[CH2:9][CH2:10][C:11]([OH:13])=[O:12])=[CH:4][CH:3]=1.[H-].[Na+].I[CH2:18][CH2:19][CH2:20][CH2:21][CH2:22]I>O1CCCC1>[Cl:1][C:2]1[CH:3]=[CH:4][C:5]([C:8]([C:9]2([CH2:10][C:11]([OH:13])=[O:12])[CH2:22][CH2:21][CH2:20][CH2:19][CH2:18]2)=[O:14])=[CH:6][CH:7]=1 |f:1.2|. Reported procedure: 8.4 g (0.04 mol) of 4-(4-chlorophenyl)-4-oxo-butyric acid are dissolved in 300 ml tetrahydrofuran, combined batchwise with 5.8 g (0.12 mol) of sodium hydride (50% in oil) and refluxed for 90 minutes. After the addition of 8.9 ml (0.06 mol) of 1,5-diiodopentane the reaction mixture is refluxed for a further 3 hours. After cooling the reaction mixture is stirred into ice water, the tetrahydrofuran is distilled off and the residue is extracted with methylene chloride. The aqueous phase is acidified... The reactants are C(C)(=O)O[C@@H]1[C@@H](O[C@H]([C@@H]([C@H]1OC(C)=O)OC(C)=O)C1=CC(=C(C=C1)Cl)CC=1N=NC(=CC1)OCC)COC(C)=O ((2S,3R,4R,5S,6S)-2-(acetoxymethyl)-6-(4-chloro-3-((6-ethoxypyridazin-3-yl)methyl)phenyl)-tetrahydro-2H-pyran-3,4,5-triyl triacetate), C[O-].[Na+] (NaOMe), ( H ). Run in CO (MeOH). Conditions: time 1 hour. The product is ClC1=C(C=C(C=C1)[C@@H]1O[C@@H]([C@H]([C@@H]([C@H]1O)O)O)CO)CC=1N=NC(=CC1)OCC ((2S,3R,4R,5S,6R)-2-(4-chloro-3-((6-ethoxypyridazin-3-yl)methyl)phenyl)-6-(hydroxymethyl)-tetrahydro-2H-pyran-3,4,5-triol). Reaction SMILES: C([O:4][C@H:5]1[C@H:10]([O:11]C(=O)C)[C@@H:9]([O:15]C(=O)C)[C@H:8]([C:19]2[CH:24]=[CH:23][C:22]([Cl:25])=[C:21]([CH2:26][C:27]3[N:28]=[N:29][C:30]([O:33][CH2:34][CH3:35])=[CH:31][CH:32]=3)[CH:20]=2)[O:7][C@H:6]1[CH2:36][O:37]C(=O)C)(=O)C.C[O-].[Na+]>CO>[Cl:25][C:22]1[CH:23]=[CH:24][C:19]([C@H:8]2[C@H:9]([OH:15])[C@@H:10]([OH:11])[C@H:5]([OH:4])[C@@H:6]([CH2:36][OH:37])[O:7]2)=[CH:20][C:21]=1[CH2:26][C:27]1[N:28]=[N:29][C:30]([O:33][CH2:34][CH3:35])=[CH:31][CH:32]=1 |f:1.2|. Procedure details: To a solution of (2S,3R,4R,5S,6S)-2-(acetoxymethyl)-6-(4-chloro-3-((6-ethoxypyridazin-3-yl)methyl)phenyl)-tetrahydro-2H-pyran-3,4,5-triyl triacetate (74 mg, 0.13 mmol) in MeOH (3 mL) was added NaOMe (0.2 mL), and the mixture was stirred for 1 h at room temperature. The mixture was neutralized with Amberlite IR-120 (H) resin, and filtered, the resin was washed with MeOH, and the combined filtrate and washings were concentrated as pale yellow solid. The reactants are COc1ccc(CN2CCC(F)(F)CC(NS(=O)(=O)c3ccc(Cl)cc3)C2=O)c(OC)c1, ClCCl, O=C(O)C(F)(F)F, O=S(=O)(O)C(F)(F)F. Yields the product O=C1NCCC(F)(F)CC1NS(=O)(=O)c1ccc(Cl)cc1. Reaction SMILES: [Cl:16][c:17]1[cH:18][cH:19][c:20]([S:23](=[O:24])(=[O:25])[NH:26][CH:27]2[C:28](=[O:47])[N:29]([CH2:36][c:37]3[cH:38][cH:39][c:40]([O:41][CH3:42])[cH:43][c:44]3[O:45][CH3:46])[CH2:30][CH2:31][C:32]([F:34])([F:35])[CH2:33]2)[cH:21][cH:22]1.[Cl:48][CH2:49][Cl:50].[OH:1][C:2]([C:3]([F:4])([F:5])[F:6])=[O:7].[OH:8][S:9]([C:10]([F:11])([F:12])[F:13])(=[O:14])=[O:15]>>[Cl:16][c:17]1[cH:18][cH:19][c:20]([S:23](=[O:24])(=[O:25])[NH:26][CH:27]2[C:28](=[O:47])[NH:29][CH2:30][CH2:31][C:32]([F:34])([F:35])[CH2:33]2)[cH:21][cH:22]1. Starting materials: ClC1=CC=C(C=C1)SCCCCOC=1C=C(C2=C(C(OC(N2)=O)(C)C)C1)C (6-[4-(4-chloro-phenylmercapto)-butoxy]-4,4,8-trimethyl-4H-3,1-benzoxazin-2-one), OO (hydrogen peroxide). The product is ClC1=CC=C(C=C1)S(=O)CCCCOC=1C=C(C2=C(C(OC(N2)=O)(C)C)C1)C (6-[4-(4-Chloro-phenylsulfinyl)-butoxy]-4,4,8-trimethyl-4H-3,1-benzoxazin-2-one). RXN SMILES: [Cl:1][C:2]1[CH:7]=[CH:6][C:5]([S:8][CH2:9][CH2:10][CH2:11][CH2:12][O:13][C:14]2[CH:15]=[C:16]([CH3:27])[C:17]3[NH:22][C:21](=[O:23])[O:20][C:19]([CH3:25])([CH3:24])[C:18]=3[CH:26]=2)=[CH:4][CH:3]=1.[OH:28]O>>[Cl:1][C:2]1[CH:7]=[CH:6][C:5]([S:8]([CH2:9][CH2:10][CH2:11][CH2:12][O:13][C:14]2[CH:15]=[C:16]([CH3:27])[C:17]3[NH:22][C:21](=[O:23])[O:20][C:19]([CH3:24])([CH3:25])[C:18]=3[CH:26]=2)=[O:28])=[CH:4][CH:3]=1. Procedure details: Prepared analogously to Example 2 from 6-[4-(4-chloro-phenylmercapto)-butoxy]-4,4,8-trimethyl-4H-3,1-benzoxazin-2-one and hydrogen peroxide. The reactants are C(#N)C=C(C1=C(C=C(C=C1)Cl)Cl)NC(OCC)=O (Ethyl [2-cyano-1-(2,4-dichlorophenyl)ethenyl]carbamate), N(N)C(C(=O)O)=O (hydrazino(oxo)acetic acid), O (water), C(C)(=O)OCC (Ethyl acetate), O (water). The solvent is CN1CCCC1=O (NMP). Reaction conditions: temperature 160 celsius, time 4 hour. The product is ClC1=C(C=CC(=C1)Cl)C1=CC=2N(C(=N1)O)N=CN2 (7-(2,4-Dichlorophenyl)[1,2,4]triazolo[1,5-c]pyrimidin-5-ol). RXN SMILES: [C:1]([CH:3]=[C:4]([NH:13]C(=O)OCC)[C:5]1[CH:10]=[CH:9][C:8]([Cl:11])=[CH:7][C:6]=1[Cl:12])#[N:2].[NH:19]([C:21](=[O:25])C(O)=O)[NH2:20].O.[C:27](OCC)(=O)C>CN1C(=O)CCC1>[Cl:12][C:6]1[CH:7]=[C:8]([Cl:11])[CH:9]=[CH:10][C:5]=1[C:4]1[N:13]=[C:21]([OH:25])[N:19]2[N:20]=[CH:27][N:2]=[C:1]2[CH:3]=1. Procedure details: 500 mg (1.75 mmol) of ethyl [2-cyano-1-(2,4-dichlorophenyl)ethenyl]carbamate (Example 128A) and 182 mg (1.75 mmol) of hydrazino(oxo)acetic acid are dissolved in NMP (2 ml) under argon and stirred in a flask with a calcium chloride drying tube at an oil-bath temperature of 160° C. for 4 h. The reaction mixture is cooled to RT, mixed with water (20 ml) and stirred for 20 min. Ethyl acetate (150 ml) and water (100 ml) are added and the organic phase is separated off, dried with magnesium sulphate a... Starting materials: CCOC(=O)CC1OB(O)c2cc(Oc3ncccn3)cc(CC)c21, C1CCOC1, Cl, [Li+], [OH-], O. The product is CCc1cc(Oc2ncccn2)cc2c1C(CC(=O)O)OB2O. Reaction SMILES: [CH2:1]([CH3:2])[O:3][C:4]([CH2:5][CH:6]1[c:7]2[c:8]([cH:12][c:13]([O:18][c:19]3[n:20][cH:21][cH:22][cH:23][n:24]3)[cH:14][c:15]2[CH2:16][CH3:17])[B:9]([OH:11])[O:10]1)=[O:25].[CH2:29]1[O:30][CH2:31][CH2:32][CH2:33]1.[ClH:28].[Li+:27].[OH-:26].[OH2:34]>>[O:3]=[C:4]([CH2:5][CH:6]1[c:7]2[c:8]([cH:12][c:13]([O:18][c:19]3[n:20][cH:21][cH:22][cH:23][n:24]3)[cH:14][c:15]2[CH2:16][CH3:17])[B:9]([OH:11])[O:10]1)[OH:25]. The reactants are C(C)(=O)C1=CC=CC=C1 (acetophenone), enolate, CC(CC(=O)OCC)CC (ethyl 3-methylvalerate). Product: CC(CC)C(C(=O)OCC)C(C1=CC=CC=C1)(C)O (Ethyl 2-(2-Butyl)-3-hydroxy-3-methyl-3-phenylpropionate). The yield is 35.9%. RXN SMILES: [C:1]([C:4]1[CH:9]=[CH:8][CH:7]=[CH:6][CH:5]=1)(=[O:3])[CH3:2].[CH3:10][CH:11]([CH2:18][CH3:19])[CH2:12][C:13]([O:15][CH2:16][CH3:17])=[O:14]>>[CH3:10][CH:11]([CH:12]([C:1]([OH:3])([CH3:2])[C:4]1[CH:9]=[CH:8][CH:7]=[CH:6][CH:5]=1)[C:13]([O:15][CH2:16][CH3:17])=[O:14])[CH2:18][CH3:19]. Procedure details: The reaction of acetophenone (12 grams, 0.1 mole) with the enolate of ethyl 3-methylvalerate (14.4 grams, 0.1 mole) is carried out in the manner described in Example I. Distillation yields 9.5 grams (36%) of the pure product, b.p. 75°-80° C. (air bath temperature) at 0.05 mm Hg. I.R., N.M.R. and M.S. data confirm the above structure.